From a dataset of the Open Reaction Database (ORD), a public repository of structured organic reaction records. describe an organic reaction: reactants, conditions, products, and yield The reactants are C(C=C)#N (2-propenenitrile), C1(=CC=CC=C1)CNC[C@H]1COC=2C(=NC=CC2)O1 ((S)-2,3-dihydro-N-(phenylmethyl)-[1,4]dioxino[2,3-b]pyridine-3-methanamine), C(C=C)#N (2-Propenenitrile), C(C=C)#N (2-propenenitrile), C(C=C)#N (2-propenenitrile). The solvent is C(C)O (ethanol). Product: O1C[C@@H](OC2=NC=CC=C21)CN(CCC#N)CC2=CC=CC=C2 ((S)-3-[[(2,3-dihydro[1,4]dioxino[2,3-b]pyridin-3-yl)methyl](phenylmethyl)amino]-propanenitrile). Yield: 99.5%. RXN SMILES: [C:1]1([CH2:7][NH:8][CH2:9][C@@H:10]2[O:19][C:14]3=[N:15][CH:16]=[CH:17][CH:18]=[C:13]3[O:12][CH2:11]2)[CH:6]=[CH:5][CH:4]=[CH:3][CH:2]=1.[C:20](#[N:23])[CH:21]=[CH2:22]>C(O)C>[O:12]1[C:13]2[C:14](=[N:15][CH:16]=[CH:17][CH:18]=2)[O:19][C@@H:10]([CH2:9][N:8]([CH2:7][C:1]2[CH:2]=[CH:3][CH:4]=[CH:5][CH:6]=2)[CH2:22][CH2:21][C:20]#[N:23])[CH2:11]1. Reported procedure: Intermediate (55) (0.0195 mol) was dissolved in ethanol (50 ml). 2-Propenenitrile (0.02 mol) was added and the reaction mixture was stirred and refluxed overnight. Additional 2-propenenitrile (0.02 mol) was added and the reaction mixture was stirred and refluxed for 2 hours. Additional 2-propenenitrile (0.02 mol) was added and the reaction mixture was stirred and refluxed for 6 hours. Additional 2-propenenitrile (0.02 mol) was added and the reaction mixture was stirred and refluxed overnight. Th... The reactants are FC1=C(C(=CC=C1)F)C1=NC2=C(C=3C=CC(=CC13)C=O)N(N=C2NC2CCN(CC2)S(=O)(=O)C)COCC[Si](C)(C)C (5-(2,6-difluorophenyl)-3-{[1-(methylsulphonyl)piperidin-4-yl]amino}-1-{[2-(trimethylsilyl)ethoxy]methyl}-1H-pyrazolo[4,3-c]isoquinoline-7-carbaldehyde), C(=O)(C(F)(F)F)O (TFA). The solvent is C(=O)(O)[O-].[Na+] (NaHCO3), C(Cl)Cl (DCM). Conditions: temperature 0 celsius, time 16 hour. Yields the product FC1=C(C(=CC=C1)F)C1=NC2=C(C=3C=CC(=CC13)C=O)NN=C2NC2CCN(CC2)S(=O)(=O)C (5-(2,6-difluorophenyl)-3-{[1-(methylsulphonyl)piperidin-4-yl]amino}-1H-pyrazolo[4,3-c]isoquinoline-7-carbaldehyde). As a reaction SMILES: [F:1][C:2]1[CH:7]=[CH:6][CH:5]=[C:4]([F:8])[C:3]=1[C:9]1[C:18]2[CH:17]=[C:16]([CH:19]=[O:20])[CH:15]=[CH:14][C:13]=2[C:12]2[N:21](COCC[Si](C)(C)C)[N:22]=[C:23]([NH:24][CH:25]3[CH2:30][CH2:29][N:28]([S:31]([CH3:34])(=[O:33])=[O:32])[CH2:27][CH2:26]3)[C:11]=2[N:10]=1.C(O)(C(F)(F)F)=O>C(Cl)Cl.C([O-])(O)=O.[Na+]>[F:8][C:4]1[CH:5]=[CH:6][CH:7]=[C:2]([F:1])[C:3]=1[C:9]1[C:18]2[CH:17]=[C:16]([CH:19]=[O:20])[CH:15]=[CH:14][C:13]=2[C:12]2[NH:21][N:22]=[C:23]([NH:24][CH:25]3[CH2:30][CH2:29][N:28]([S:31]([CH3:34])(=[O:32])=[O:33])[CH2:27][CH2:26]3)[C:11]=2[N:10]=1 |f:3.4|. Reported procedure: A 10 ml round-bottomed flask is charged with 54 mg of 5-(2,6-difluorophenyl)-3-{[1-(methylsulphonyl)piperidin-4-yl]amino}-1-{[2-(trimethylsilyl)ethoxy]methyl}-1H-pyrazolo[4,3-c]isoquinoline-7-carbaldehyde, prepared in step 5 of example 2, in 5 ml of DCM. After cooling to 0° C. using an ice bath, 0.3 ml of TFA is added and the mixture is stirred at RT for 16 h. It is concentrated under RP and the solid obtained is taken up in 5 ml of saturated aqueous NaHCO3 solution. It is extracted with AcOEt, ...